From a dataset of the Open Reaction Database (ORD), a public repository of structured organic reaction records. describe an organic reaction: reactants, conditions, products, and yield The reactants are CCO, COc1ccc(CC#N)c(C)c1, Cl, [H][H]. Yields the product COc1ccc(CCN)c(C)c1, Cl. As a reaction SMILES: [CH3:16][CH2:17][OH:18].[CH3:1][O:2][c:3]1[cH:4][c:5]([CH3:12])[c:6]([CH2:9][C:10]#[N:11])[cH:7][cH:8]1.[ClH:13].[H:14][H:15]>>[CH3:1][O:2][c:3]1[cH:4][c:5]([CH3:12])[c:6]([CH2:9][CH2:10][NH2:11])[cH:7][cH:8]1.[ClH:13]. Starting materials: [NH4+].[OH-], c12c(n(c(c(c1)Br)=O)C(C)C)nc(nc2C)N. Reagents/catalysts: c1ccc(cc1)-c2c3ccccc3cc4ccccc24 (9-Phenylanthracene), CCN(C(C)C)C(C)C (DIPEA), P([C@]12C[C@@H]3C[C@H](C2)C[C@@H](C1)C3)([C@]12C[C@@H]3C[C@@H](C2)C[C@@H](C1)C3)CCCC (cataCXium A), C(O[Pd]OC(C)=O)(C)=O (Pd(OAc)2). The solvent is CC#N (MeCN). Conditions: temperature 90 celsius, time 18 hour. The product is CC(C)N1C(=O)C(=Cc2c(C)nc(N)nc12)C(=O)N. RXN SMILES: [CH3:1][CH:2]([N:4]1[c:16]([c:9]2[CH:8]=[C:7](Br)[C:5]1=[O:6])[n:15][c:13]([NH2:14])[n:12][c:10]2[CH3:11])[CH3:3].[NH4+:17].[OH-:18]>>[CH3:1][CH:2]([N:4]1[c:16]([c:9]2[CH:8]=[C:7](C([NH2:17])=[O:18])[C:5]1=[O:6])[n:15][c:13]([NH2:14])[n:12][c:10]2[CH3:11])[CH3:3]. The reactants are CN=C(NC#N)SC, NCCCCCO, c1ccncc1. Yields the product CN=C(NC#N)NCCCCCO. As a reaction SMILES: [C:8](#[N:9])[NH:10][C:11]([S:12][CH3:13])=[N:14][CH3:15].[NH2:1][CH2:2][CH2:3][CH2:4][CH2:5][CH2:6][OH:7].[cH:16]1[cH:17][cH:18][n:19][cH:20][cH:21]1>>[NH:1]([CH2:2][CH2:3][CH2:4][CH2:5][CH2:6][OH:7])[C:11]([NH:10][C:8]#[N:9])=[N:14][CH3:15]. Reactants: FC(OC1=CC=C(C=C1)C=1C=CC=2N(C1)C(NN2)=O)(F)F (6-(4-(Trifluoromethoxy)phenyl)-[1,2,4]triazolo[4,3-a]pyridin-3(2H)-one), C1(CC1)C1=NN(C(=C1)CO)C ((3-cyclopropyl-1-methyl-1H-pyrazol-5-yl)methanol), C1=CC=C(C=C1)P(C2=CC=CC=C2)C3=CC=CC=C3 (PPh3), N(=NC(=O)OCC)C(=O)OCC (diethyl azodicarboxylate). Solvent: C1CCOC1 (THF). Conditions: time 4 hour. Yields the product C1(CC1)C1=NN(C(=C1)CN1N=C2N(C=C(C=C2)C2=CC=C(C=C2)OC(F)(F)F)C1=O)C (2-((3-cyclopropyl-1-methyl-1H-pyrazol-5-yl)methyl)-6-(4-(trifluoromethoxy)phenyl)-[1,2,4]triazolo[4,3-a]pyridin-3(2H)-one). Reaction SMILES: [F:1][C:2]([F:21])([F:20])[O:3][C:4]1[CH:9]=[CH:8][C:7]([C:10]2[CH:11]=[CH:12][C:13]3[N:14]([C:16](=[O:19])[NH:17][N:18]=3)[CH:15]=2)=[CH:6][CH:5]=1.[CH:22]1([C:25]2[CH:29]=[C:28]([CH2:30]O)[N:27]([CH3:32])[N:26]=2)[CH2:24][CH2:23]1.C1C=CC(P(C2C=CC=CC=2)C2C=CC=CC=2)=CC=1.N(C(OCC)=O)=NC(OCC)=O>C1COCC1>[CH:22]1([C:25]2[CH:29]=[C:28]([CH2:30][N:17]3[C:16](=[O:19])[N:14]4[CH:15]=[C:10]([C:7]5[CH:6]=[CH:5][C:4]([O:3][C:2]([F:1])([F:20])[F:21])=[CH:9][CH:8]=5)[CH:11]=[CH:12][C:13]4=[N:18]3)[N:27]([CH3:32])[N:26]=2)[CH2:24][CH2:23]1. Reported procedure: 6-(4-(Trifluoromethoxy)phenyl)-[1,2,4]triazolo[4,3-a]pyridin-3(2H)-one (50.0 mg, 0.169 mmol), (3-cyclopropyl-1-methyl-1H-pyrazol-5-yl)methanol (38.6 mg, 0.2535, 1.5 equiv.) and PPh3 (60.5 mg, 0.2535 mmol, 1.5 equiv.) were placed in a 50 mL round bottomed flask under a nitrogen atmosphere. To the flask were added THF (3 mL) and diethyl azodicarboxylate (40% in toluene, 110.5 mg, 0.2535 mmol, 1.5 equiv.) at room temperature. The reaction mixture was stirred at the same temperature for 4 h. The rea... Reaction SMILES: Cl[CH2:2][CH2:3][N:4]1[C:12]2[C:11](=[O:13])[N:10]([CH3:14])[C:9](=[O:15])[N:8]([CH3:16])[C:7]=2[N:6]=[CH:5]1.[NH:17]1[CH2:22][CH2:21][CH:20]([C:23]2[C:31]3[C:26](=[CH:27][CH:28]=[CH:29][CH:30]=3)[NH:25][CH:24]=2)[CH2:19][CH2:18]1.C(=O)([O-])[O-].[Na+].[Na+].[I-].[K+]>O.CC(C)CC(=O)C>[NH:25]1[C:26]2[C:31](=[CH:30][CH:29]=[CH:28][CH:27]=2)[C:23]([CH:20]2[CH2:21][CH2:22][N:17]([CH2:2][CH2:3][N:4]3[C:12]4[C:11](=[O:13])[N:10]([CH3:14])[C:9](=[O:15])[N:8]([CH3:16])[C:7]=4[N:6]=[CH:5]3)[CH2:18][CH2:19]2)=[CH:24]1 |f:2.3.4,5.6|. The product is N1C=C(C2=CC=CC=C12)C1CCN(CC1)CCN1C=NC=2N(C(N(C(C12)=O)C)=O)C (7-[2-[4-(1H-indol-3-yl)-1-piperidinyl]ethyl]-3,7-dihydro-1,3-dimethyl-1H-purine-2,6-dione). Yield: 50.0%. Procedure: A mixture of 5 parts of 7-(2-chloroethyl)-3,7-dihydro-1,3-dimethyl-1H-purine-2,6-dione, 4 parts of 3-(4-piperidinyl)-1H-indole, 8 parts of sodium carbonate, 1 part of potassium iodide and 120 parts of 4-methyl-2-pentanone was stirred and refluxed overnight. The reaction mixture was cooled, water was added and the layers were separated. The organic phase was dried, filtered and evaporated. The residue was purified by column-chromatography over silica gel using a mixture of trichloromethane and me... The solvent is CC(CC(C)=O)C (4-methyl-2-pentanone), O (water). Reactants: ClCCN1C=NC=2N(C(N(C(C12)=O)C)=O)C (7-(2-chloroethyl)-3,7-dihydro-1,3-dimethyl-1H-purine-2,6-dione), N1CCC(CC1)C1=CNC2=CC=CC=C12 (3-(4-piperidinyl)-1H-indole), C([O-])([O-])=O.[Na+].[Na+] (sodium carbonate), [I-].[K+] (potassium iodide). Starting materials: ClC=1C=C(C#N)C=C(C1)OC1=C2C=NNC2=CC=C1Cl (3-chloro-5-[(5-chloro-1H-indazol-4-yl)oxy]benzonitrile), CC(C)(C)[O-].[K+] (KOtBu), C1CCOC1 (THF), ClN1C(CCC1=O)=O (N-chlorosuccinimide). Solvent: CN(C)C=O (DMF). Run at time 10 minute. Yields the product ClC=1C=C(C#N)C=C(C1)OC1=C2C(=NNC2=CC=C1Cl)Cl (3-Chloro-5-[(3,5-dichloro-1H-indazol-4-yl)oxy]benzonitrile). Reaction SMILES: [Cl:1][C:2]1[CH:3]=[C:4]([CH:7]=[C:8]([O:10][C:11]2[C:19]([Cl:20])=[CH:18][CH:17]=[C:16]3[C:12]=2[CH:13]=[N:14][NH:15]3)[CH:9]=1)[C:5]#[N:6].CC([O-])(C)C.[K+].C1COCC1.[Cl:32]N1C(=O)CCC1=O>CN(C=O)C>[Cl:1][C:2]1[CH:3]=[C:4]([CH:7]=[C:8]([O:10][C:11]2[C:19]([Cl:20])=[CH:18][CH:17]=[C:16]3[C:12]=2[C:13]([Cl:32])=[N:14][NH:15]3)[CH:9]=1)[C:5]#[N:6] |f:1.2|. Procedure details: To a solution of 3-chloro-5-[(5-chloro-1H-indazol-4-yl)oxy]benzonitrile (100 mg, 0.329 mmol) in DMF (1 mL) was added 1.0M KOtBu in THF (329 μL, 0.329 mmol) and then N-chlorosuccinimide (44 mg, 0.329 mmol). The resulting reaction mixture was then stirred for 10 minutes, after which the mixture was purified on a LUNA column (10μ, C18, 250×21.2 cm) eluting with 5-95% ACN/water with 0.1% TFA) to give the title compound. The reactants are CN(C)c1ccncc1, CS(=O)(=O)NC1CCCCC1N1C(=O)c2ccccc2C(C(=O)O)C1c1ccc(Cl)cc1Cl, Cl, CN(C)C=O, NS(=O)(=O)Cc1ccccc1. Yields the product CS(=O)(=O)NC1CCCCC1N1C(=O)c2ccccc2C(C(=O)NS(=O)(=O)Cc2ccccc2)C1c1ccc(Cl)cc1Cl. As a reaction SMILES: [CH3:46][N:47]([c:48]1[cH:49][cH:50][n:51][cH:52][cH:53]1)[CH3:54].[Cl:1][c:2]1[c:3]([CH:9]2[N:10]([CH:23]3[CH:24]([NH:29][S:30](=[O:31])(=[O:32])[CH3:33])[CH2:25][CH2:26][CH2:27][CH2:28]3)[C:11](=[O:22])[c:12]3[cH:13][cH:14][cH:15][cH:16][c:17]3[CH:18]2[C:19](=[O:20])[OH:21])[cH:4][cH:5][c:6]([Cl:8])[cH:7]1.[ClH:45].[O:55]=[CH:56][N:57]([CH3:58])[CH3:59].[c:34]1([CH2:40][S:41](=[O:42])(=[O:43])[NH2:44])[cH:35][cH:36][cH:37][cH:38][cH:39]1>>[Cl:1][c:2]1[c:3]([CH:9]2[N:10]([CH:23]3[CH:24]([NH:29][S:30](=[O:31])(=[O:32])[CH3:33])[CH2:25][CH2:26][CH2:27][CH2:28]3)[C:11](=[O:22])[c:12]3[cH:13][cH:14][cH:15][cH:16][c:17]3[CH:18]2[C:19](=[O:20])[NH:44][S:41]([CH2:40][c:34]2[cH:35][cH:36][cH:37][cH:38][cH:39]2)(=[O:42])=[O:43])[cH:4][cH:5][c:6]([Cl:8])[cH:7]1.